This data is from the Open Reaction Database (ORD), a public repository of structured organic reaction records. The task is: describe an organic reaction: reactants, conditions, products, and yield The reactants are ClC1=NC=CC(=C1)NC(OC(C)(C)C)=O (tert-butyl (2-chloropyridin-4-yl)carbamate), C(C)(C)(C)[Li].CCCCC (t-butyl lithium pentane), CN(C)C=O (DMF). Solvent: C1CCOC1 (THF). Run at time 2 hour. The product is ClC1=NC=CC(=C1C=O)NC(OC(C)(C)C)=O (t-butyl (2-chloro-3-formylpyridine-4-yl)carbamate). Reaction SMILES: [Cl:1][C:2]1[CH:7]=[C:6]([NH:8][C:9](=[O:15])[O:10][C:11]([CH3:14])([CH3:13])[CH3:12])[CH:5]=[CH:4][N:3]=1.C([Li])(C)(C)C.CCCCC.CN([CH:29]=[O:30])C>C1COCC1>[Cl:1][C:2]1[C:7]([CH:29]=[O:30])=[C:6]([NH:8][C:9](=[O:15])[O:10][C:11]([CH3:12])([CH3:14])[CH3:13])[CH:5]=[CH:4][N:3]=1 |f:1.2|. Reported procedure: A solution of tert-butyl (2-chloropyridin-4-yl)carbamate (1.14 gm, 5 mmol) in dry THF (20 mL) was cooled to −70° C. under an inert atmosphere and 1.7 M t-butyl lithium/pentane (8 mL, 13.5 mmol) was slowly added. The reaction was stirred for two hours and then dry DMF (1.2 mL, 15.5 mmol) was added. The reaction was allowed to slowly warm to room temperature over a three hour period. The reaction mixture was quenched with 3 N HCl (12 mL) and diluted with diethyl ether. The ether layer was washed w... Reactants: [BH4-], CCCCc1c(Cc2ccc(-c3ccccc3C#N)cc2F)c(=O)n(C2CCC(=O)CC2)c2ncnn12, CO, [Na+], C1CCOC1. Product: CCCCc1c(Cc2ccc(-c3ccccc3C#N)cc2F)c(=O)n(C2CCC(O)CC2)c2ncnn12. As a reaction SMILES: [BH4-:43].[CH2:1]([CH2:2][CH2:3][CH3:4])[c:5]1[c:6]([CH2:22][c:23]2[c:24]([F:37])[cH:25][c:26](-[c:29]3[c:30]([C:35]#[N:36])[cH:31][cH:32][cH:33][cH:34]3)[cH:27][cH:28]2)[c:7](=[O:21])[n:8]([CH:14]2[CH2:15][CH2:16][C:17](=[O:20])[CH2:18][CH2:19]2)[c:9]2[n:10]1[n:11][cH:12][n:13]2.[CH3:45][OH:46].[Na+:44].[O:38]1[CH2:39][CH2:40][CH2:41][CH2:42]1>>[CH2:1]([CH2:2][CH2:3][CH3:4])[c:5]1[c:6]([CH2:22][c:23]2[c:24]([F:37])[cH:25][c:26](-[c:29]3[c:30]([C:35]#[N:36])[cH:31][cH:32][cH:33][cH:34]3)[cH:27][cH:28]2)[c:7](=[O:21])[n:8]([CH:14]2[CH2:15][CH2:16][CH:17]([OH:20])[CH2:18][CH2:19]2)[c:9]2[n:10]1[n:11][cH:12][n:13]2. The reactants are FC=1C=CC2=C(C(=NCC=3N2C(=NN3)CCN3C(C=2C(C3=O)=CC=CC2)=O)C2=CC=CC=C2)C1 (8-fluoro-6-phenyl-1-(2-phthalimidoethyl)-4H-s-triazolo-[4,3-a][1,4]benzodiazepine), O.NN (hydrazine hydrate). The solvent is C(C)O (ethanol). Product: NCCC1=NN=C2N1C1=C(C(=NC2)C2=CC=CC=C2)C=C(C=C1)F (1-(2-aminoethyl)-8-fluoro-6-phenyl-4H-s-triazolo[4,3-a][1,4]benzodiazepine). RXN SMILES: [F:1][C:2]1[CH:3]=[CH:4][C:5]2[N:11]3[C:12]([CH2:15][CH2:16][N:17]4C(=O)C5=CC=CC=C5C4=O)=[N:13][N:14]=[C:10]3[CH2:9][N:8]=[C:7]([C:28]3[CH:33]=[CH:32][CH:31]=[CH:30][CH:29]=3)[C:6]=2[CH:34]=1.O.NN>C(O)C>[NH2:17][CH2:16][CH2:15][C:12]1[N:11]2[C:5]3[CH:4]=[CH:3][C:2]([F:1])=[CH:34][C:6]=3[C:7]([C:28]3[CH:33]=[CH:32][CH:31]=[CH:30][CH:29]=3)=[N:8][CH2:9][C:10]2=[N:14][N:13]=1 |f:1.2|. Reported procedure: In the manner given in Example 21, a solution of 8-fluoro-6-phenyl-1-(2-phthalimidoethyl)-4H-s-triazolo-[4,3-a][1,4]benzodiazepine in ethanol is heated with hydrazine hydrate to give 1-(2-aminoethyl)-8-fluoro-6-phenyl-4H-s-triazolo[4,3-a][1,4]benzodiazepine Starting materials: CC(C)(C)OC(=O)NN, CCN=C=NCCCN(C)C, ClCCl, O=C(O)c1cc(F)c(F)cc1Nc1ccc(F)cc1F. The product is CC(C)(C)OC(=O)N(N)C(=O)c1cc(F)c(F)cc1Nc1ccc(F)cc1F. RXN SMILES: [C:21]([NH:22][NH2:23])(=[O:24])[O:25][C:26]([CH3:27])([CH3:28])[CH3:29].[CH2:30]([N:31]=[C:32]=[N:33][CH2:34][CH2:35][CH2:36][N:37]([CH3:38])[CH3:39])[CH3:40].[Cl:41][CH2:42][Cl:43].[F:1][c:2]1[c:3]([NH:4][c:5]2[c:6]([C:7](=[O:8])[OH:9])[cH:10][c:11]([F:15])[c:12]([F:14])[cH:13]2)[cH:16][cH:17][c:18]([F:20])[cH:19]1>>[F:1][c:2]1[c:3]([NH:4][c:5]2[c:6]([C:7](=[O:9])[N:22]([C:21](=[O:24])[O:25][C:26]([CH3:27])([CH3:28])[CH3:29])[NH2:23])[cH:10][c:11]([F:15])[c:12]([F:14])[cH:13]2)[cH:16][cH:17][c:18]([F:20])[cH:19]1. Starting materials: S1C(=NC=C1)C=1C=C(CNC(C)C#C)C=CC1 (N-[3-(1,3-thiazol-2-yl)benzyl]but-3-yn-2-amine), N(=C=O)C1=CC=C(C=C1)OC(F)(F)F (1-isocyanato-4-(trifluoromethoxy)benzene). The solvent is C(Cl)Cl (CH2Cl2). Run at time 5 minute. Product: CC(C#C)N(C(=O)NC1=CC=C(C=C1)OC(F)(F)F)CC1=CC(=CC=C1)C=1SC=CN1 (1-(1-methylprop-2-yn-1-yl)-1-[3-(1,3-thiazol-2-yl)benzyl]-3-[4-(trifluoromethoxy)phenyl]urea). Reaction SMILES: [S:1]1[CH:5]=[CH:4][N:3]=[C:2]1[C:6]1[CH:7]=[C:8]([CH:15]=[CH:16][CH:17]=1)[CH2:9][NH:10][CH:11]([C:13]#[CH:14])[CH3:12].[N:18]([C:21]1[CH:26]=[CH:25][C:24]([O:27][C:28]([F:31])([F:30])[F:29])=[CH:23][CH:22]=1)=[C:19]=[O:20]>C(Cl)Cl>[CH3:12][CH:11]([N:10]([CH2:9][C:8]1[CH:15]=[CH:16][CH:17]=[C:6]([C:2]2[S:1][CH:5]=[CH:4][N:3]=2)[CH:7]=1)[C:19]([NH:18][C:21]1[CH:26]=[CH:25][C:24]([O:27][C:28]([F:29])([F:30])[F:31])=[CH:23][CH:22]=1)=[O:20])[C:13]#[CH:14]. Reported procedure: To a solution of the crude N-[3-(1,3-thiazol-2-yl)benzyl]but-3-yn-2-amine (25 mg, 0.10 mmol) in 1 mL CH2Cl2 was added 1-isocyanato-4-(trifluoromethoxy)benzene (31 mg, 0.16 mmol). The reaction was allowed to stir at ambient temperature for 5 min, concentrated, and purified on a Waters reverse phase preparatory instrument to give 1-(1-methylprop-2-yn-1-yl)-1-[3-(1,3-thiazol-2-yl)benzyl]-3-[4-(trifluoromethoxy)phenyl]urea. 1H NMR (399 MHz, CD3 OD): δ 7.96 (s, 1 H); 7.84 (d, J=10.5 Hz, 2 H); 7.60 (d...